This data is from the Open Reaction Database (ORD), a public repository of structured organic reaction records. The task is: describe an organic reaction: reactants, conditions, products, and yield Reactants: CC(=O)O, COC(C(=O)NCc1ccc(C(=N)NO)cc1)c1c(F)ccc(C(=O)N2CCOCC2)c1F. Product: CC(=O)O, COC(C(=O)NCc1ccc(C(=N)N)cc1)c1c(F)ccc(C(=O)N2CCOCC2)c1F. Reaction SMILES: [C:34]([CH3:35])(=[O:36])[OH:37].[F:1][c:2]1[c:3]([CH:17]([C:18](=[O:19])[NH:20][CH2:21][c:22]2[cH:23][cH:24][c:25]([C:28]([NH:29][OH:30])=[NH:31])[cH:26][cH:27]2)[O:32][CH3:33])[c:4]([F:16])[cH:5][cH:6][c:7]1[C:8](=[O:9])[N:10]1[CH2:11][CH2:12][O:13][CH2:14][CH2:15]1>>[C:34]([CH3:35])(=[O:36])[OH:37].[F:1][c:2]1[c:3]([CH:17]([C:18](=[O:19])[NH:20][CH2:21][c:22]2[cH:23][cH:24][c:25]([C:28](=[NH:29])[NH2:31])[cH:26][cH:27]2)[O:32][CH3:33])[c:4]([F:16])[cH:5][cH:6][c:7]1[C:8](=[O:9])[N:10]1[CH2:11][CH2:12][O:13][CH2:14][CH2:15]1.